This data is from the Open Reaction Database (ORD), a public repository of structured organic reaction records. The task is: describe an organic reaction: reactants, conditions, products, and yield Reactants: 15.76, B(Br)(Br)Br (boron tribromide), ClCCl (dichloromethane), COC1=CC=C(C=C1)C=1NC2=C(N1)C=CC=C2C(=O)N (2- (4′-Methoxyphenyl)benzimidazole-4-carboxamide). Run in CO (MeOH). Product: OC1=CC=C(C=C1)C1=NC2=C(N1)C=CC=C2C(=O)N (2-(4′-Hydroxyphenyl)-1-H-benzimidazole-4-carboxamide). Reaction SMILES: B(Br)(Br)Br.ClCCl.C[O:9][C:10]1[CH:15]=[CH:14][C:13]([C:16]2[NH:17][C:18]3[C:24]([C:25]([NH2:27])=[O:26])=[CH:23][CH:22]=[CH:21][C:19]=3[N:20]=2)=[CH:12][CH:11]=1>CO>[OH:9][C:10]1[CH:11]=[CH:12][C:13]([C:16]2[NH:20][C:19]3[CH:21]=[CH:22][CH:23]=[C:24]([C:25]([NH2:27])=[O:26])[C:18]=3[N:17]=2)=[CH:14][CH:15]=1. Procedure details: Under an argon atmosphere 1M boron tribromide in dichloromethane (3.8 ml, 3.79 mmol) was transferred to a flask containing 2-(4′-methoxyphenyl)benzimidazole-4-carboxamide (NU 1076 from Example 5) (202.4 mg, 0.758 mmol). The resulting solution was refluxed for 24 hours using an air condenser. The solvent was removed by distillation to complete dryness. The solid residue was treated with 10% NaOH (10 ml), followed by dropwise addition of concentrated hydrochloric acid to neutralise (pH 7). The whi... The reactants are FC1=CC(=C(C=C1)C)[N+](=O)[O-] (4-fluoro-2-nitrotoluene), COC(N(C)C)OC (dimethylformamide dimethyl acetal), C(C)OCC (diethyl ether), O (water). The solvent is CN(C)C=O (DMF). Run at temperature 140 celsius. Product: CN(C)C=CC1=C(C=C(C=C1)F)[N+](=O)[O-] (N,N-dimethyl-2-(4-fluoro-2-nitrophenyl)ethenylamine). Reaction SMILES: [F:1][C:2]1[CH:7]=[CH:6][C:5]([CH3:8])=[C:4]([N+:9]([O-:11])=[O:10])[CH:3]=1.CO[CH:14](OC)[N:15]([CH3:17])[CH3:16].C(OCC)C.O>CN(C=O)C>[CH3:14][N:15]([CH:17]=[CH:8][C:5]1[CH:6]=[CH:7][C:2]([F:1])=[CH:3][C:4]=1[N+:9]([O-:11])=[O:10])[CH3:16]. Procedure details: To a solution of 4-fluoro-2-nitrotoluene (5 g, 32 mmol) in DMF (32 ml) was added dimethylformamide dimethyl acetal (5.56 ml, 42 mmol) and the mixture warmed at 140° C. for 18 hours in Argon atmosphere. Then the solution was allowed to reach room temperature and diethyl ether (100 ml) and water (100 ml) was added. The organic layer was washed with water (2×100 ml) and brine (1×100 ml), dried (MgSO4) and solvent concentrated at reduced pressure, affording N,N-dimethyl-2-(4-fluoro-2-nitrophenyl)eth... Starting materials: C[C@@]([C@H](O)C1=CC=C(C=C1)S(=O)(=O)C)(CC)O ((R.S)-2-Methyl-1-(4-methylsulfonylphenyl)-butane-1,2-diol), (Bu3Sn)20, BrBr (Br2). The solvent is [F-].[K+] (KF), CCOCC (Et2O), C(Cl)Cl (CH2Cl2). Run at time 30 minute. The product is O[C@](C(=O)C1=CC=C(C=C1)S(=O)(=O)C)(CC)C ((S)-2-Hydroxy-2-methyl-1-(4-methylsulfonylphenyl)-butan-1-one). Isolated yield 72.0%. As a reaction SMILES: [CH3:1][C@:2]([OH:17])([CH2:15][CH3:16])[C@@H:3]([C:5]1[CH:10]=[CH:9][C:8]([S:11]([CH3:14])(=[O:13])=[O:12])=[CH:7][CH:6]=1)[OH:4].BrBr>C(Cl)Cl.[F-].[K+].CCOCC>[OH:17][C@@:2]([CH3:1])([CH2:15][CH3:16])[C:3]([C:5]1[CH:6]=[CH:7][C:8]([S:11]([CH3:14])(=[O:13])=[O:12])=[CH:9][CH:10]=1)=[O:4] |f:3.4|. Procedure: To a solution of the crude product from Step 7 (7 g) and (Bu3Sn)20 (30 mL) in 150 mL of CH2Cl2 cooled at 10° C. was added a solution of Br2 (9.3 g in 30 mL of CH2Cl2). After stirring at r.t. for 30 min. the mixture was diluted with a solution of KF (500 mL, 3N) and 500 mL of Et2O. The solid generated was removed by filtration and the filtrate was separated. The organic layer was dried over MgSO4 and concentrated. The residue was purified by silica gel chromatography eluted with 1:1 hexane/EtOAc ... The reactants are CC(=O)OC(C)=O, CN(C)c1ccncc1, COC(=O)C1CNCC1c1ccc(OC)c(OC2CCCC2)c1, ClCCl. Yields the product COC(=O)C1CN(C(C)=O)CC1c1ccc(OC)c(OC2CCCC2)c1. As a reaction SMILES: [CH3:24][C:25](=[O:26])[O:27][C:28](=[O:29])[CH3:30].[CH3:34][N:35]([CH3:36])[c:37]1[cH:38][cH:39][n:40][cH:41][cH:42]1.[CH:1]1([O:6][c:7]2[cH:8][c:9]([CH:15]3[CH2:16][NH:17][CH2:18][CH:19]3[C:20](=[O:21])[O:22][CH3:23])[cH:10][cH:11][c:12]2[O:13][CH3:14])[CH2:2][CH2:3][CH2:4][CH2:5]1.[Cl:31][CH2:32][Cl:33]>>[CH:1]1([O:6][c:7]2[cH:8][c:9]([CH:15]3[CH2:16][N:17]([C:25]([CH3:24])=[O:26])[CH2:18][CH:19]3[C:20](=[O:21])[O:22][CH3:23])[cH:10][cH:11][c:12]2[O:13][CH3:14])[CH2:2][CH2:3][CH2:4][CH2:5]1. The reactants are BrCC1=C(C(=O)OC)C=CN=C1Cl (methyl 3-(bromomethyl)-2-chloroisonicotinate), Cl.FC(COC1=CC=CC(=N1)CN)(F)F ((6-(2,2,2-trifluoroethoxy)pyridin-2-yl)methanamine hydrochloride). Yields the product ClC1=NC=CC2=C1CN(C2=O)CC2=NC(=CC=C2)OCC(F)(F)F (4-chloro-2-((6-(2,2,2-trifluoroethoxy)pyridin-2-yl)methyl)-2,3-dihydro-1H-pyrrolo[3,4-c]pyridin-1-one). Isolated yield 60.0%. Reaction SMILES: Br[CH2:2][C:3]1[C:12]([Cl:13])=[N:11][CH:10]=[CH:9][C:4]=1[C:5]([O:7]C)=O.Cl.[F:15][C:16]([F:28])([F:27])[CH2:17][O:18][C:19]1[N:24]=[C:23]([CH2:25][NH2:26])[CH:22]=[CH:21][CH:20]=1>>[Cl:13][C:12]1[C:3]2[CH2:2][N:26]([CH2:25][C:23]3[CH:22]=[CH:21][CH:20]=[C:19]([O:18][CH2:17][C:16]([F:28])([F:15])[F:27])[N:24]=3)[C:5](=[O:7])[C:4]=2[CH:9]=[CH:10][N:11]=1 |f:1.2|. Procedure details: The title compound is prepared in 60% yield (31 mg, white solid) from methyl 3-(bromomethyl)-2-chloroisonicotinate (38 mg, 0.14 mmol) and (6-(2,2,2-trifluoroethoxy)pyridin-2-yl)methanamine hydrochloride (35 mg, 0.14 mmol, Amine-19) in a similar manner to Intermediate-2. The reactants are CC1=NOC=2C1=[N+](C(=CC2)C)[O-] (3,5-dimethylisoxazolo[4,5-b]pyridine 4-oxide), O=P(Cl)(Cl)Cl (POCl3), C(=O)(O)[O-].[Na+] (NaHCO3). Run in C(Cl)(Cl)Cl (chloroform). Reaction conditions: temperature 80 celsius. Product: ClC1=C2C(=NC(=C1)C)C(=NO2)C (7-chloro-3,5-dimethylisoxazol[4,5-b]pyridine). Yield: 57.7%. RXN SMILES: [CH3:1][C:2]1[C:6]2=[N+:7]([O-])[C:8]([CH3:11])=[CH:9][CH:10]=[C:5]2[O:4][N:3]=1.O=P(Cl)(Cl)[Cl:15].C([O-])(O)=O.[Na+]>C(Cl)(Cl)Cl>[Cl:15][C:10]1[CH:9]=[C:8]([CH3:11])[N:7]=[C:6]2[C:2]([CH3:1])=[N:3][O:4][C:5]=12 |f:2.3|. Procedure details: 3,5-dimethylisoxazolo[4,5-b]pyridine 4-oxide (0.650 g, 3.96 mmol) in chloroform (5 mL), was added POCl3 (1.45 mL, 15.8 mmol) and the mixture was heated at 80° C. for 2 hours. The solution was cooled and poured onto ice water. The solution was neutralized with saturated NaHCO3 and the solution was then extracted with EtOAc, dried, and concentrated. The solid was triturated with ether and filtered twice to obtain two crops of the title compound (0.417 g, 57.7% yield). Reactants: CCOC(=O)C(=O)OCC, CC(=O)c1ccc(Cl)c(Cl)c1, [Na]. Product: CCOC(=O)C(O)=CC(=O)c1ccc(Cl)c(Cl)c1. Reaction SMILES: [C:12]([C:13](=[O:14])[O:15][CH2:16][CH3:17])(=[O:18])[O:19][CH2:20][CH3:21].[Cl:1][c:2]1[cH:3][c:4]([C:9]([CH3:10])=[O:11])[cH:5][cH:6][c:7]1[Cl:8].[Na:22]>>[Cl:1][c:2]1[cH:3][c:4]([C:9]([CH:10]=[C:12]([C:13](=[O:14])[O:15][CH2:16][CH3:17])[OH:18])=[O:11])[cH:5][cH:6][c:7]1[Cl:8]. Reactants: CCOC(=O)CC1OB(O)c2cc(Oc3cnccn3)cc(OCc3ccccc3)c21, CCO. The product is CCOC(=O)CC1OB(O)c2cc(Oc3cnccn3)cc(O)c21. Reaction SMILES: [CH2:1]([c:2]1[cH:3][cH:4][cH:5][cH:6][cH:7]1)[O:8][c:9]1[cH:10][c:11]([O:25][c:26]2[n:27][cH:28][cH:29][n:30][cH:31]2)[cH:12][c:13]2[c:17]1[CH:16]([CH2:18][C:19](=[O:20])[O:21][CH2:22][CH3:23])[O:15][B:14]2[OH:24].[CH3:32][CH2:33][OH:34]>>[OH:8][c:9]1[cH:10][c:11]([O:25][c:26]2[n:27][cH:28][cH:29][n:30][cH:31]2)[cH:12][c:13]2[c:17]1[CH:16]([CH2:18][C:19](=[O:20])[O:21][CH2:22][CH3:23])[O:15][B:14]2[OH:24]. Reactants: CS(=O)(=O)Cl, ClCCl, OC1CCOCC1. Yields the product CS(=O)(=O)OC1CCOCC1. RXN SMILES: [CH3:8][S:9]([Cl:10])(=[O:11])=[O:12].[Cl:13][CH2:14][Cl:15].[O:1]1[CH2:2][CH2:3][CH:4]([OH:7])[CH2:5][CH2:6]1>>[O:1]1[CH2:2][CH2:3][CH:4]([O:7][S:9]([CH3:8])(=[O:11])=[O:12])[CH2:5][CH2:6]1.